This data is from the Open Reaction Database (ORD), a public repository of structured organic reaction records. The task is: describe an organic reaction: reactants, conditions, products, and yield Reactants: C=CCC(CC=NO)OC, ClCCl, [O-]Cl, [Na+], O. Yields the product COC1CC2=NOCC2C1. RXN SMILES: [CH3:4][O:5][CH:6]([CH2:7][CH:8]=[N:9][OH:10])[CH2:11][CH:12]=[CH2:13].[Cl:15][CH2:16][Cl:17].[Cl:1][O-:2].[Na+:3].[OH2:14]>>[CH3:4][O:5][CH:6]1[CH2:7][C:8]2=[N:9][O:10][CH2:13][CH:12]2[CH2:11]1. Starting materials: Cc1nc(S(C)(=O)=O)ccc1N, CCCCCC, CC(=O)OC(C)=O, CN(C)C=O, COCCOC, CC(C)(C)ON=O. Product: CC(=O)Oc1ccc(S(C)(=O)=O)nc1C. As a reaction SMILES: [CH3:1][S:2](=[O:3])(=[O:4])[c:5]1[cH:6][cH:7][c:8]([NH2:12])[c:9]([CH3:11])[n:10]1.[CH3:20][CH2:21][CH2:22][CH2:23][CH2:24][CH3:25].[CH3:26][C:27](=[O:28])[O:29][C:30](=[O:31])[CH3:32].[CH3:33][N:34]([CH3:35])[CH:36]=[O:37].[CH3:38][O:39][CH2:40][CH2:41][O:42][CH3:43].[N:13]([O:14][C:15]([CH3:16])([CH3:17])[CH3:18])=[O:19]>>[CH3:1][S:2](=[O:3])(=[O:4])[c:5]1[cH:6][cH:7][c:8]([O:29][C:27]([CH3:26])=[O:28])[c:9]([CH3:11])[n:10]1. Reactants: COC(=O)CBr, OCCCO, C[O-], CO, Cl, [H-], [Na+], [Na+]. Yields the product COC(=O)COCCCO. Reaction SMILES: [Br:8][CH2:9][C:10](=[O:11])[O:12][CH3:13].[CH2:3]([CH2:4][CH2:5][OH:6])[OH:7].[CH3:14][O-:15].[CH3:18][OH:19].[ClH:17].[H-:1].[Na+:16].[Na+:2]>>[CH2:3]([CH2:4][CH2:5][OH:6])[O:7][CH2:9][C:10](=[O:11])[O:12][CH3:13]. The reactants are CN(CCN(C)C)C (tetramethylethylene diamine), BrCBr (dibromomethane), C(C)(C)(C)OC(=O)N1CCC(CC1)(COC(C1=CC(=CC(=C1)C(F)(F)F)C(F)(F)F)=O)C1=CC=CC=C1 (1-tert-Butoxycarbonyl-4-phenyl-4-[3,5-bis(trifluoromethyl) benzoyloxymethyl]piperidine). The reagents and catalysts are [Ti](Cl)(Cl)(Cl)Cl (Titanium tetrachloride), [Zn] (zinc). The solvent is O1CCCC1 (tetrahydrofuran). Run at temperature 0 celsius, time 18 hour. Product: C(C)(C)(C)OC(=O)N1CCC(CC1)(COC(=C)C1=CC(=CC(=C1)C(F)(F)F)C(F)(F)F)C1=CC=CC=C1 (1-tert-Butoxycarbonyl-4-phenyl-4-[1-(3,5-bis(trifluoromethyl)phenyl) vinyloxymethyl]piperidine). Reaction SMILES: [CH3:1]N(C)CCN(C)C.BrCBr.[C:12]([O:16][C:17]([N:19]1[CH2:24][CH2:23][C:22]([C:43]2[CH:48]=[CH:47][CH:46]=[CH:45][CH:44]=2)([CH2:25][O:26][C:27](=O)[C:28]2[CH:33]=[C:32]([C:34]([F:37])([F:36])[F:35])[CH:31]=[C:30]([C:38]([F:41])([F:40])[F:39])[CH:29]=2)[CH2:21][CH2:20]1)=[O:18])([CH3:15])([CH3:14])[CH3:13]>[Ti](Cl)(Cl)(Cl)Cl.[Zn].O1CCCC1>[C:12]([O:16][C:17]([N:19]1[CH2:20][CH2:21][C:22]([C:43]2[CH:44]=[CH:45][CH:46]=[CH:47][CH:48]=2)([CH2:25][O:26][C:27]([C:28]2[CH:29]=[C:30]([C:38]([F:40])([F:41])[F:39])[CH:31]=[C:32]([C:34]([F:37])([F:36])[F:35])[CH:33]=2)=[CH2:1])[CH2:23][CH2:24]1)=[O:18])([CH3:13])([CH3:15])[CH3:14]. Procedure details: Titanium tetrachloride (1.06 g) was added to cooled (0° C.) stirred tetrahydrofuran under a dry nitrogen atmosphere. After the exotherm had subsided the solution was allowed to warm to room temperature and tetramethylethylene diamine (1.69 g) added followed 15 minutes later by freshly activated zinc dust (819 mg). The resulting mixture was stirred for 30 minutes at room temperature at which point dibromomethane (0.21 ml) and the compound of step (b) above (716 mg) were added. The reaction was al... The reactants are BrB(Br)Br, O=C([O-])O, CCOC(=O)c1coc2cc(OC)ccc12, ClCCl, [Na+], O. The product is CCOC(=O)c1coc2cc(O)ccc12. RXN SMILES: [B:17]([Br:18])([Br:19])[Br:20].[C:22](=[O:23])([O-:24])[OH:25].[CH2:1]([CH3:2])[O:3][C:4](=[O:5])[c:6]1[cH:7][o:8][c:9]2[c:10]1[cH:11][cH:12][c:13]([O:15][CH3:16])[cH:14]2.[Cl:27][CH2:28][Cl:29].[Na+:26].[OH2:21]>>[CH2:1]([CH3:2])[O:3][C:4](=[O:5])[c:6]1[cH:7][o:8][c:9]2[c:10]1[cH:11][cH:12][c:13]([OH:15])[cH:14]2. Reactants: CCO, CCOCC, O=C1c2ccccc2C(=O)N1CCCCN(Cc1nc2c(F)cccc2[nH]1)C1CCCc2cccnc21, NN, O. Product: NCCCCN(Cc1nc2c(F)cccc2[nH]1)C1CCCc2cccnc21. RXN SMILES: [CH3:41][CH2:42][OH:43].[CH3:44][CH2:45][O:46][CH2:47][CH3:48].[F:1][c:2]1[cH:3][cH:4][cH:5][c:6]2[nH:7][c:8]([CH2:11][N:12]([CH2:13][CH2:14][CH2:15][CH2:16][N:17]3[C:18](=[O:19])[c:20]4[c:21]([cH:22][cH:23][cH:24][cH:25]4)[C:26]3=[O:27])[CH:28]3[CH2:29][CH2:30][CH2:31][c:32]4[cH:33][cH:34][cH:35][n:36][c:37]43)[n:9][c:10]12.[NH2:39][NH2:40].[OH2:38]>>[F:1][c:2]1[cH:3][cH:4][cH:5][c:6]2[nH:7][c:8]([CH2:11][N:12]([CH2:13][CH2:14][CH2:15][CH2:16][NH2:17])[CH:28]3[CH2:29][CH2:30][CH2:31][c:32]4[cH:33][cH:34][cH:35][n:36][c:37]43)[n:9][c:10]12. Starting materials: C(C)OC(C(C)(C)OC1=CC=C(C=C1)OCCC=1N=C(OC1C)C1=CC=C(C=C1)Br)=O (2-(4-{2-[2-(4-bromophenyl)-5-methyloxazol-4-yl]ethoxy}phenoxy)-2-methyl-propionic acid ethyl ester), C(C)(C)(C)OC(=O)N1C(=CC=C1)B(O)O (1-(t-butoxycarbonyl)pyrrole-2-boronic acid), C(C)O (ethanol), C(=O)([O-])[O-].[Na+].[Na+] (Na2CO3), solution. The reagents and catalysts are C=1C=CC(=CC1)[P](C=2C=CC=CC2)(C=3C=CC=CC3)[Pd]([P](C=4C=CC=CC4)(C=5C=CC=CC5)C=6C=CC=CC6)([P](C=7C=CC=CC7)(C=8C=CC=CC8)C=9C=CC=CC9)[P](C=1C=CC=CC1)(C=1C=CC=CC1)C=1C=CC=CC1 (Pd(PPh3)4). The solvent is C1(=CC=CC=C1)C (toluene), C(C)(=O)OCC (ethyl acetate), hexanes. The product is C(C)(C)(C)OC(=O)N1C(=CC=C1)C1=CC=C(C=C1)C=1OC(=C(N1)CCOC1=CC=C(C=C1)OC(C)(C)C(=O)OCC)C (2-[4-(4-{2-[4-(1-Ethoxycarbonyl-1-methyl-ethoxy)-phenoxy]-ethyl}-5-methyloxazol-2-yl)-phenyl]-pyrrole-1-carboxylic acid tert-butyl ester). Yield: 92.0%. Reaction SMILES: [CH2:1]([O:3][C:4](=[O:31])[C:5]([O:8][C:9]1[CH:14]=[CH:13][C:12]([O:15][CH2:16][CH2:17][C:18]2[N:19]=[C:20]([C:24]3[CH:29]=[CH:28][C:27](Br)=[CH:26][CH:25]=3)[O:21][C:22]=2[CH3:23])=[CH:11][CH:10]=1)([CH3:7])[CH3:6])[CH3:2].[C:32]([O:36][C:37]([N:39]1[CH:43]=[CH:42][CH:41]=[C:40]1B(O)O)=[O:38])([CH3:35])([CH3:34])[CH3:33].C(O)C.C([O-])([O-])=O.[Na+].[Na+]>C1(C)C=CC=CC=1.C1C=CC([P]([Pd]([P](C2C=CC=CC=2)(C2C=CC=CC=2)C2C=CC=CC=2)([P](C2C=CC=CC=2)(C2C=CC=CC=2)C2C=CC=CC=2)[P](C2C=CC=CC=2)(C2C=CC=CC=2)C2C=CC=CC=2)(C2C=CC=CC=2)C2C=CC=CC=2)=CC=1.C(OCC)(=O)C>[C:32]([O:36][C:37]([N:39]1[CH:43]=[CH:42][CH:41]=[C:40]1[C:27]1[CH:28]=[CH:29][C:24]([C:20]2[O:21][C:22]([CH3:23])=[C:18]([CH2:17][CH2:16][O:15][C:12]3[CH:13]=[CH:14][C:9]([O:8][C:5]([C:4]([O:3][CH2:1][CH3:2])=[O:31])([CH3:7])[CH3:6])=[CH:10][CH:11]=3)[N:19]=2)=[CH:25][CH:26]=1)=[O:38])([CH3:35])([CH3:33])[CH3:34] |f:3.4.5,^1:66,68,87,106|. Procedure: A solution of 2-(4-{2-[2-(4-bromophenyl)-5-methyloxazol-4-yl]ethoxy}phenoxy)-2-methyl-propionic acid ethyl ester (907 mmol) (see Ex. 2, part B) and 1-(t-butoxycarbonyl)pyrrole-2-boronic acid (0.998 mmol) in toluene:ethanol (18.2 mL of a 1:1 solution) was treated with Na2CO3 (aq) (0.906 mL of a 2M solution). A nitrogen atmosphere was applied, Pd(PPh3)4 (52.5 mg) was added, and the orange mixture was heated at reflux for 2 h. After cooling to room temperature, the mixture was partitioned between e...